Dataset: the Open Reaction Database (ORD), a public repository of structured organic reaction records. Task: describe an organic reaction: reactants, conditions, products, and yield Reactants: N1C(CCC1)=O (pyrrolidinone), S1C=2N(N=C1)C=CN2 (imidazo[2,1-b][1,3,4]thiadiazole), COCC1=NN2C(S1)=NC(=C2)C(F)(F)F (2-(methoxymethyl)-6-(trifluoromethyl)imidazo[2,1-b][1,3,4]thiadiazole), ClC(CC1CC(N(C1)CCl)=O)(F)F (4-(2-chloro-2,2-difluoroethyl)-1-(chloromethyl)pyrrolidin-2-one), N1C(CCC1)=O (pyrrolidinone). The reagents and catalysts are [Cl-].[Cl-].[Zn+2] (ZnCl2). Run in O1CCOCC1 (dioxane), O1CCOCC1 (dioxane), O (water). Run at temperature 85 celsius, time 1 day. Yields the product ClC(CC1CC(N(C1)CC1=C(N=C2SC(=NN21)COC)C(F)(F)F)=O)(F)F (4-(2-chloro-2,2-difluoroethyl)-1-{[2-(methoxymethyl)-6-(trifluoromethyl)imidazo[2,1-b][1,3,4]thiadiazol-5-yl]methyl}pyrrolidin-2-one). Yield: 74.0%. RXN SMILES: [CH3:1][O:2][CH2:3][C:4]1[S:8][C:7]2=[N:9][C:10]([C:12]([F:15])([F:14])[F:13])=[CH:11][N:6]2[N:5]=1.[Cl:16][C:17]([F:28])([F:27])[CH2:18][CH:19]1[CH2:23][N:22]([CH2:24]Cl)[C:21](=[O:26])[CH2:20]1.N1CCCC1=O.S1C=NN2C=CN=C12>O1CCOCC1.[Cl-].[Cl-].[Zn+2].O>[Cl:16][C:17]([F:27])([F:28])[CH2:18][CH:19]1[CH2:23][N:22]([CH2:24][C:11]2[N:6]3[C:7]([S:8][C:4]([CH2:3][O:2][CH3:1])=[N:5]3)=[N:9][C:10]=2[C:12]([F:15])([F:13])[F:14])[C:21](=[O:26])[CH2:20]1 |f:5.6.7|. Procedure details: To a hot solution (80° C.) of ZnCl2 (0.23 g, 1.69 mmol, 10 mol %) and 2-(methoxymethyl)-6-(trifluoromethyl)imidazo[2,1-b][1,3,4]thiadiazole a28 (4 g, 16.96 mmol) in dioxane (200 ml) is added a solution of 4-(2-chloro-2,2-difluoroethyl)-1-(chloromethyl)pyrrolidin-2-one a18 in dioxane (5 ml). The reaction mixture is heated at 85° C. for 5 days, then a further 2 g of pyrrolidinone a18 is added in one portion and the reaction mixture is kept under agitation at 90° C. for 1 day. A further addition of... As a reaction SMILES: I[C:2]1[C:10]2[C:9]([NH2:11])=[N:8][CH:7]=[N:6][C:5]=2[N:4]([CH3:12])[CH:3]=1.B(O)(O)[C:14]1[S:22][C:21]2[C:16](=[CH:17][CH:18]=[CH:19][CH:20]=2)[CH:15]=1.[O-]P([O-])([O-])=O.[K+].[K+].[K+]>CN(C=O)C.C1C=CC([P]([Pd]([P](C2C=CC=CC=2)(C2C=CC=CC=2)C2C=CC=CC=2)([P](C2C=CC=CC=2)(C2C=CC=CC=2)C2C=CC=CC=2)[P](C2C=CC=CC=2)(C2C=CC=CC=2)C2C=CC=CC=2)(C2C=CC=CC=2)C2C=CC=CC=2)=CC=1>[S:22]1[C:14]([C:2]2[C:10]3[C:9]([NH2:11])=[N:8][CH:7]=[N:6][C:5]=3[N:4]([CH3:12])[CH:3]=2)=[CH:15][C:16]2[CH:17]=[CH:18][CH:19]=[CH:20][C:21]1=2 |f:2.3.4.5,^1:41,43,62,81|. Procedure: A solution of 5-iodo-7-methyl-7H-pyrrolo[2,3-d]pyrimidin-4-amine (5 mg, 0.018 mmol), benzo[b]thiophen-2-yl-2-boronic acid (16 mg, 0.091 mmol), K3PO4 (19.3 mg, 0.091 mmol) and Pd(PPh3)4 (12.5 mg, 0.011 mmol) in DMF (3 mL) was heated to 60° C. under an argon atmosphere. Reaction was concentrated in vacuo and purified by RP-HPLC (MeCN:H2O:0.1% TFA). ESI-MS (M+H)+ m/z calcd 281.1, found 281.3. Yields the product S1C2=C(C=C1C1=CN(C=3N=CN=C(C31)N)C)C=CC=C2 (5-(benzo[b]thiophen-2-yl)-7-methyl-7H-pyrrolo[2,3-d]pyrimidin-4-amine). The reagents and catalysts are C=1C=CC(=CC1)[P](C=2C=CC=CC2)(C=3C=CC=CC3)[Pd]([P](C=4C=CC=CC4)(C=5C=CC=CC5)C=6C=CC=CC6)([P](C=7C=CC=CC7)(C=8C=CC=CC8)C=9C=CC=CC9)[P](C=1C=CC=CC1)(C=1C=CC=CC1)C=1C=CC=CC1 (Pd(PPh3)4). Starting materials: IC1=CN(C=2N=CN=C(C21)N)C (5-iodo-7-methyl-7H-pyrrolo[2,3-d]pyrimidin-4-amine), B(C1=CC2=CC=CC=C2S1)(O)O (benzo[b]thiophen-2-yl-2-boronic acid), [O-]P(=O)([O-])[O-].[K+].[K+].[K+] (K3PO4). The solvent is CN(C)C=O (DMF). The reactants are CN1CCCC1=O, CC12CC(F)C3c4ccc(O)cc4CC(CCCCCCl)C3C1CCC2=O, FC(F)(F)C(F)(F)CCCSCC1CCCN1, [I-], [Li+]. Yields the product CC12CC(F)C3c4ccc(O)cc4CC(CCCCCN4CCCC4CSCCCC(F)(F)C(F)(F)F)C3C1CCC2=O. RXN SMILES: [CH3:47][N:48]1[CH2:49][CH2:50][CH2:51][C:52]1=[O:53].[Cl:1][CH2:2][CH2:3][CH2:4][CH2:5][CH2:6][CH:7]1[CH:8]2[CH:9]3[CH2:10][CH2:11][C:12](=[O:27])[C:13]3([CH3:14])[CH2:15][CH:16]([F:26])[CH:17]2[c:18]2[cH:19][cH:20][c:21]([OH:25])[cH:22][c:23]2[CH2:24]1.[F:30][C:31]([CH2:32][CH2:33][CH2:34][S:35][CH2:36][CH:37]1[NH:38][CH2:39][CH2:40][CH2:41]1)([C:42]([F:43])([F:44])[F:45])[F:46].[I-:28].[Li+:29]>>[CH2:2]([CH2:3][CH2:4][CH2:5][CH2:6][CH:7]1[CH:8]2[CH:9]3[CH2:10][CH2:11][C:12](=[O:27])[C:13]3([CH3:14])[CH2:15][CH:16]([F:26])[CH:17]2[c:18]2[cH:19][cH:20][c:21]([OH:25])[cH:22][c:23]2[CH2:24]1)[N:38]1[CH:37]([CH2:36][S:35][CH2:34][CH2:33][CH2:32][C:31]([F:30])([C:42]([F:43])([F:44])[F:45])[F:46])[CH2:41][CH2:40][CH2:39]1. Starting materials: CCNCC, CCCP(=O)(O)O, Cn1ncc(C(=O)O)c1C(=O)Nc1ccn2nc(-c3ccccc3)nc2c1, C1CCOC1. Product: CCN(CC)C(=O)c1cnn(C)c1C(=O)Nc1ccn2nc(-c3ccccc3)nc2c1. Reaction SMILES: [CH2:28]([CH3:29])[NH:30][CH2:31][CH3:32].[CH2:33]([P:34]([OH:35])([OH:36])=[O:37])[CH2:38][CH3:39].[CH3:1][n:2]1[n:3][cH:4][c:5]([C:25](=[O:26])[OH:27])[c:6]1[C:7]([NH:8][c:9]1[cH:10][c:11]2[n:12]([cH:13][cH:14]1)[n:15][c:16](-[c:18]1[cH:19][cH:20][cH:21][cH:22][cH:23]1)[n:17]2)=[O:24].[O:40]1[CH2:41][CH2:42][CH2:43][CH2:44]1>>[CH3:1][n:2]1[n:3][cH:4][c:5]([C:25](=[O:27])[N:30]([CH2:28][CH3:29])[CH2:31][CH3:32])[c:6]1[C:7]([NH:8][c:9]1[cH:10][c:11]2[n:12]([cH:13][cH:14]1)[n:15][c:16](-[c:18]1[cH:19][cH:20][cH:21][cH:22][cH:23]1)[n:17]2)=[O:24]. Reactants: C, COc1cc(C=CC(=O)NC2CCC(C)CC2)ccc1OCCN1CCCC1, CO, [Pd]. Yields the product COc1cc(CCC(=O)NC2CCC(C)CC2)ccc1OCCN1CCCC1. Reaction SMILES: [C:29].[CH3:1][CH:2]1[CH2:3][CH2:4][CH:5]([NH:8][C:9]([CH:10]=[CH:11][c:12]2[cH:13][c:14]([O:26][CH3:27])[c:15]([O:18][CH2:19][CH2:20][N:21]3[CH2:22][CH2:23][CH2:24][CH2:25]3)[cH:16][cH:17]2)=[O:28])[CH2:6][CH2:7]1.[CH3:31][OH:32].[Pd:30]>>[CH3:1][CH:2]1[CH2:3][CH2:4][CH:5]([NH:8][C:9]([CH2:10][CH2:11][c:12]2[cH:13][c:14]([O:26][CH3:27])[c:15]([O:18][CH2:19][CH2:20][N:21]3[CH2:22][CH2:23][CH2:24][CH2:25]3)[cH:16][cH:17]2)=[O:28])[CH2:6][CH2:7]1. Reactants: CCCOC1CCC(C=O)CC1, COC[P+](c1ccccc1)(c1ccccc1)c1ccccc1, [Cl-]. The product is CCCOC1CCC(C=COC)CC1. As a reaction SMILES: [CH2:24]([CH2:25][CH3:26])[O:27][CH:28]1[CH2:29][CH2:30][CH:31]([CH:34]=[O:35])[CH2:32][CH2:33]1.[CH3:2][O:3][CH2:4][P+:5]([c:6]1[cH:7][cH:8][cH:9][cH:10][cH:11]1)([c:12]1[cH:13][cH:14][cH:15][cH:16][cH:17]1)[c:18]1[cH:19][cH:20][cH:21][cH:22][cH:23]1.[Cl-:1]>>[CH3:2][O:3][CH:4]=[CH:34][CH:31]1[CH2:30][CH2:29][CH:28]([O:27][CH2:24][CH2:25][CH3:26])[CH2:33][CH2:32]1.